This data is from the Open Reaction Database (ORD), a public repository of structured organic reaction records. The task is: describe an organic reaction: reactants, conditions, products, and yield Starting materials: C(C1=CC=CC=C1)OC1=C(C=C(C(=C1)OCC1=CC=CC=C1)C1=NN=NN1CCCOC)C1=CC(=CC=C1)C(=O)O (2′,4′-bis-benzyloxy-5′-[1-(3-methoxy-propyl)-1H-tetrazol-5-yl]-biphenyl-3-carboxylic acid), CN(CCCNC)C (N,N,N′-trimethyl-1,3-propanediamine). The product is CN(CCCN(C(=O)C=1C=C(C=CC1)C1=C(C=C(C(=C1)C1=NN=NN1CCCOC)O)O)C)C (2′,4′-Dihydroxy-5′-[1-(3-methoxy-propyl)-1H-tetrazol-5-yl]-biphenyl-3-carboxylic Acid (3-dimethylamino-propyl)-methyl-amide). Reaction SMILES: C([O:8][C:9]1[CH:14]=[C:13]([O:15]CC2C=CC=CC=2)[C:12]([C:23]2[N:27]([CH2:28][CH2:29][CH2:30][O:31][CH3:32])[N:26]=[N:25][N:24]=2)=[CH:11][C:10]=1[C:33]1[CH:38]=[CH:37][CH:36]=[C:35]([C:39](O)=[O:40])[CH:34]=1)C1C=CC=CC=1.[CH3:42][N:43]([CH3:49])[CH2:44][CH2:45][CH2:46][NH:47][CH3:48]>>[CH3:42][N:43]([CH3:49])[CH2:44][CH2:45][CH2:46][N:47]([CH3:48])[C:39]([C:35]1[CH:34]=[C:33]([C:10]2[CH:11]=[C:12]([C:23]3[N:27]([CH2:28][CH2:29][CH2:30][O:31][CH3:32])[N:26]=[N:25][N:24]=3)[C:13]([OH:15])=[CH:14][C:9]=2[OH:8])[CH:38]=[CH:37][CH:36]=1)=[O:40]. Reported procedure: This product was synthesized using 2′,4′-bis-benzyloxy-5′-[1-(3-methoxy-propyl)-1H-tetrazol-5-yl]-biphenyl-3-carboxylic acid and N,N,N′-trimethyl-1,3-propanediamine as described in general procedure D. LCMS: 469 [M+H]. The reactants are COC(=O)C1=CC=C(C=C1)C(O)C1=CC=C(C=C1)C(=O)OC (Bis(4-methoxycarbonylphenyl)methanol), C=1C=C[NH+]=CC1.[O-][Cr](=O)(=O)Cl (PCC), [K+].[Br-] (KBr). Run in C(Cl)Cl (CH2Cl2), C(Cl)Cl (CH2Cl2). Product: COC(=O)C1=CC=C(C=C1)C(=O)C1=CC=C(C=C1)C(=O)OC (Bis(4-methoxycarbonylphenyl)methanone). Reaction SMILES: C1C=C[NH+]=CC=1.[O-][Cr](Cl)(=O)=O.[CH3:12][O:13][C:14]([C:16]1[CH:21]=[CH:20][C:19]([CH:22]([C:24]2[CH:29]=[CH:28][C:27]([C:30]([O:32][CH3:33])=[O:31])=[CH:26][CH:25]=2)[OH:23])=[CH:18][CH:17]=1)=[O:15].[K+].[Br-]>C(Cl)Cl>[CH3:33][O:32][C:30]([C:27]1[CH:26]=[CH:25][C:24]([C:22]([C:19]2[CH:20]=[CH:21][C:16]([C:14]([O:13][CH3:12])=[O:15])=[CH:17][CH:18]=2)=[O:23])=[CH:29][CH:28]=1)=[O:31] |f:0.1,3.4|. Procedure: (Kirste, B.; Grimm, M.; Kurreck, H. J. Am. Chem. Soc. 1989, 111, 108-114.) To a suspension of PCC (3.10 g, 14.4 mmol) in anhydrous CH2Cl2 (25 ml) at RT, a solution of the benzyl alcohol 5 (2.70 g, 8.99 mmol) is added slowly dropwise into anhydrous CH2Cl2 (10 ml), and the preparation is stirred at this temperature over night. Subsequently, the mixture is filtered through a small amount of silica gel (CH2Cl2 as eluent). Following the distillation of the solvent, 2.44 g (91%) of compound 6 could be... Reactants: ClC1=C(N=NC(=C1)Cl)OC1=C(C=CC=C1)C (4,6-dichloro-3-(2-methylphenoxy)pyridazine), C[O-].[Na+] (sodium methoxide), C[O-].[Na+] (sodium methoxide). The solvent is CO (methanol). Reaction conditions: temperature 60 celsius, time 4 hour. Yields the product ClC1=CC(=C(N=N1)OC1=C(C=CC=C1)C)OC (6-chloro-4-methoxy-3-(2-methylphenoxy)pyridazine). The yield is 93.2%. As a reaction SMILES: Cl[C:2]1[CH:7]=[C:6]([Cl:8])[N:5]=[N:4][C:3]=1[O:9][C:10]1[CH:15]=[CH:14][CH:13]=[CH:12][C:11]=1[CH3:16].[CH3:17][O-:18].[Na+]>CO>[Cl:8][C:6]1[N:5]=[N:4][C:3]([O:9][C:10]2[CH:15]=[CH:14][CH:13]=[CH:12][C:11]=2[CH3:16])=[C:2]([O:18][CH3:17])[CH:7]=1 |f:1.2|. Procedure details: In methanol (60 mL) was dissolved 3.00 g (11.8 mmol) of 4,6-dichloro-3-(2-methylphenoxy)pyridazine obtained in Example 1 (2), 1.00 g (17.6 mmol) of 95% sodium methoxide was added to the solution at room temperature and the mixture was stirred at 60° C. for 4 hours. Moreover, 1.00 g (17.6 mmol) of 95% sodium methoxide was further added and after stirring the mixture at 60° C. for 1 hour, it was allowed to stand at room temperature overnight. The reaction mixture was concentrated, ethyl acetate wa... The reactants are CCOC(C)=O, O=C(O)C=Cc1ccc(C(F)(F)F)nc1Cl, Oc1ccc(F)cc1, [H-], [Na+], CN(C)C=O. Product: O=C(O)C=Cc1ccc(C(F)(F)F)nc1Oc1ccc(F)cc1. RXN SMILES: [CH3:32][CH2:33][O:34][C:35]([CH3:36])=[O:37].[Cl:11][c:12]1[n:13][c:14]([C:23]([F:24])([F:25])[F:26])[cH:15][cH:16][c:17]1[CH:18]=[CH:19][C:20](=[O:21])[OH:22].[F:1][c:2]1[cH:3][cH:4][c:5]([OH:8])[cH:6][cH:7]1.[H-:9].[Na+:10].[O:27]=[CH:28][N:29]([CH3:30])[CH3:31]>>[F:1][c:2]1[cH:3][cH:4][c:5]([O:8][c:12]2[n:13][c:14]([C:23]([F:24])([F:25])[F:26])[cH:15][cH:16][c:17]2[CH:18]=[CH:19][C:20](=[O:21])[OH:22])[cH:6][cH:7]1. The reactants are S(=O)(=O)([O-])[O-].[Na+].[Na+] (sodium sulfate), BrC=1C(=CC(=NC1)N)F (5-bromo-4-fluoropyridin-2-amine), CN1N=CC(=C1)B1OC(C(O1)(C)C)(C)C (1-methyl-4-(4,4,5,5-tetramethyl-1,3,2-dioxaborolan-2-yl)-1H-pyrazole), PdCl2(dppf)DCM, C(=O)([O-])[O-].[Na+].[Na+] (Na2CO3). Run in COCCOC (DME). Conditions: temperature 120 celsius. Product: FC1=CC(=NC=C1C=1C=NN(C1)C)N (4-fluoro-5-(1-methyl-1H-pyrazol-4-yl)pyridin-2-amine). Isolated yield 75.4%. RXN SMILES: Br[C:2]1[C:3]([F:9])=[CH:4][C:5]([NH2:8])=[N:6][CH:7]=1.[CH3:10][N:11]1[CH:15]=[C:14](B2OC(C)(C)C(C)(C)O2)[CH:13]=[N:12]1.C([O-])([O-])=O.[Na+].[Na+].S([O-])([O-])(=O)=O.[Na+].[Na+]>COCCOC>[F:9][C:3]1[C:2]([C:14]2[CH:13]=[N:12][N:11]([CH3:10])[CH:15]=2)=[CH:7][N:6]=[C:5]([NH2:8])[CH:4]=1 |f:2.3.4,5.6.7|. Procedure details: To the reaction mixture of 5-bromo-4-fluoropyridin-2-amine (369 mg, 1.932 mmol), 1-methyl-4-(4,4,5,5-tetramethyl-1,3,2-dioxaborolan-2-yl)-1H-pyrazole (603 mg, 2.90 mmol), PdCl2(dppf)DCM (141 mg, 0.193 mmol) and DME (9.660 μL), 2M Na2CO3 (3.220 mL) was added. The reaction mixture was heated at microwave synthesizer (120° C., 12 min). To the reaction mixture, anhydrous sodium sulfate was added, filtered, and concentrated. The crude product was purified by flash chromatography eluting with 0-100% E...